The task is: describe an organic reaction: reactants, conditions, products, and yield. This data is from the Open Reaction Database (ORD), a public repository of structured organic reaction records. The reactants are N#CCNC(=O)C1CCCCC1NC(=O)c1cc2ccc(Cl)cc2[nH]1, CI, [H-], [Na+], CN(C)C=O. Yields the product Cn1c(C(=O)NC2CCCCC2C(=O)NCC#N)cc2ccc(Cl)cc21. Reaction SMILES: [C:1](#[N:2])[CH2:3][NH:4][C:5](=[O:6])[CH:7]1[CH:8]([NH:13][C:14](=[O:15])[c:16]2[nH:17][c:18]3[cH:19][c:20]([Cl:25])[cH:21][cH:22][c:23]3[cH:24]2)[CH2:9][CH2:10][CH2:11][CH2:12]1.[CH3:28][I:29].[H-:27].[Na+:26].[O:30]=[CH:31][N:32]([CH3:33])[CH3:34]>>[C:1](#[N:2])[CH2:3][NH:4][C:5](=[O:6])[CH:7]1[CH:8]([NH:13][C:14](=[O:15])[c:16]2[n:17]([CH3:28])[c:18]3[cH:19][c:20]([Cl:25])[cH:21][cH:22][c:23]3[cH:24]2)[CH2:9][CH2:10][CH2:11][CH2:12]1. Starting materials: BrC1=NC2=C(C(=NC(=C2)C#N)C=2C=NC=C(C2)Cl)N1C[C@@H]1CC[C@H](CC1)C (2-bromo-4-(5-chloropyridin-3-yl)-3-[(trans-4-methylcyclohexyl)methyl]-3H-imidazo[4,5-c]pyridine-6-carbonitrile), CC(C)[C@@H]1C[C@H](CN1)O ((3R,5S)-5-(propan-2-yl)pyrrolidin-3-ol), [F-].[K+] (potassium fluoride), C(C)(C)N(C(C)C)CC (N,N-diisopropylethylamine). The solvent is C(C)(=O)OCC (ethyl acetate), CS(=O)C (DMSO). Run at temperature 100 celsius. Product: ClC=1C=C(C=NC1)C1=NC(=CC2=C1N(C(=N2)N2[C@@H](C[C@H](C2)O)C(C)C)C[C@@H]2CC[C@H](CC2)C)C#N (4-(5-chloropyridin-3-yl)-2-[(2S,4R)-4-hydroxy-2-(propan-2-yl)pyrrolidin-1-yl]-3-[(trans-4-methylcyclohexyl)methyl]-3H-imidazo[4,5-c]pyridine-6-carbonitrile). As a reaction SMILES: Br[C:2]1[N:19]([CH2:20][C@H:21]2[CH2:26][CH2:25][C@H:24]([CH3:27])[CH2:23][CH2:22]2)[C:5]2[C:6]([C:12]3[CH:13]=[N:14][CH:15]=[C:16]([Cl:18])[CH:17]=3)=[N:7][C:8]([C:10]#[N:11])=[CH:9][C:4]=2[N:3]=1.[CH3:28][CH:29]([C@H:31]1[NH:35][CH2:34][C@H:33]([OH:36])[CH2:32]1)[CH3:30].[F-].[K+].C(N(CC)C(C)C)(C)C>C(OCC)(=O)C.CS(C)=O>[Cl:18][C:16]1[CH:17]=[C:12]([C:6]2[C:5]3[N:19]([CH2:20][C@H:21]4[CH2:26][CH2:25][C@H:24]([CH3:27])[CH2:23][CH2:22]4)[C:2]([N:35]4[CH2:34][C@H:33]([OH:36])[CH2:32][C@H:31]4[CH:29]([CH3:30])[CH3:28])=[N:3][C:4]=3[CH:9]=[C:8]([C:10]#[N:11])[N:7]=2)[CH:13]=[N:14][CH:15]=1 |f:2.3|. Reported procedure: To a vial was added 2-bromo-4-(5-chloropyridin-3-yl)-3-[(trans-4-methylcyclohexyl)methyl]-3H-imidazo[4,5-c]pyridine-6-carbonitrile (150 mg, 0.337 mmol), (3R,5S)-5-(propan-2-yl)pyrrolidin-3-ol(TFA salt, 164 mg, 0.675 mmol), potassium fluoride (98 mg, 1.68 mmol), DMSO (1 mL), and N,N-diisopropylethylamine (0.589 mL, 3.37 mmol). The vial was sealed and heated to 100° C. for 16 hours. The reaction mixture was cooled to room temperature, diluted with ethyl acetate, and washed with water and then brin... The reactants are Cl (HCl), TEA, CS(=O)(=O)O.NCC=1C=C2CN(C(C2=CC1)=O)C1C(NC(CC1)=O)=O (3-(5-aminomethyl-1-oxo-1,3-dihydro-isoindol-2-yl)-piperidine-2,6-dione methanesulfonate), COC1=CC=C(C=C1)N=C=O (4-methoxyphenylisocyanate). The solvent is C(C)#N (acetonitrile). Run at time 2 hour. Product: O=C1NC(CCC1N1C(C2=CC=C(C=C2C1)CNC(=O)NC1=CC=C(C=C1)OC)=O)=O (1-[2-(2,6-dioxo-piperidin-3-yl)-1-oxo-2,3-dihydro-1H-isoindol-5-ylmethyl]-3-(4-methoxy-phenyl)-urea). The yield is 81.2%. RXN SMILES: CS(O)(=O)=O.[NH2:6][CH2:7][C:8]1[CH:9]=[C:10]2[C:14](=[CH:15][CH:16]=1)[C:13](=[O:17])[N:12]([CH:18]1[CH2:23][CH2:22][C:21](=[O:24])[NH:20][C:19]1=[O:25])[CH2:11]2.[CH3:26][O:27][C:28]1[CH:33]=[CH:32][C:31]([N:34]=[C:35]=[O:36])=[CH:30][CH:29]=1.Cl>C(#N)C>[O:25]=[C:19]1[CH:18]([N:12]2[CH2:11][C:10]3[C:14](=[CH:15][CH:16]=[C:8]([CH2:7][NH:6][C:35]([NH:34][C:31]4[CH:32]=[CH:33][C:28]([O:27][CH3:26])=[CH:29][CH:30]=4)=[O:36])[CH:9]=3)[C:13]2=[O:17])[CH2:23][CH2:22][C:21](=[O:24])[NH:20]1 |f:0.1|. Procedure: TEA (0.28 g, 2.8 mmol) was added to a mixture of 3-(5-aminomethyl-1-oxo-1,3-dihydro-isoindol-2-yl)-piperidine-2,6-dione methanesulfonate (0.50 g, 1.4 mmol) and 4-methoxyphenylisocyanate (0.21 g, 1.4 mmol) in acetonitrile (30 mL) at 0° C. The mixture was stirred at ambient temperature for 2 h and then 10% aqueous HCl solution (30 mL) was added. The solid precipitate was filtered and dried in vacuo providing 1-[2-(2,6-dioxo-piperidin-3-yl)-1-oxo-2,3-dihydro-1H-isoindol-5-ylmethyl]-3-(4-methoxy-phe...